Dataset: the Open Reaction Database (ORD), a public repository of structured organic reaction records. Task: describe an organic reaction: reactants, conditions, products, and yield Reactants: N=C(CC(=O)OCCC)C (n-propyl 3-iminobutyrate), O(C1=CC=CC=C1)C(=O)N=C=S (phenoxycarbonyl isothiocyanate). Solvent: C1(=CC=CC=C1)C (toluene), C1(=CC=CC=C1)C (toluene). Run at time 1.5 hour. The product is N=C(C(C(=S)NC(=O)OC1=CC=CC=C1)C(=O)OCCC)C (3-imino-2-n-propoxycarbonyl-N-phenoxycarbonylthiobutyramide). The yield is 87.9%. Reaction SMILES: [NH:1]=[C:2]([CH3:10])[CH2:3][C:4]([O:6][CH2:7][CH2:8][CH3:9])=[O:5].[O:11]([C:18]([N:20]=[C:21]=[S:22])=[O:19])[C:12]1[CH:17]=[CH:16][CH:15]=[CH:14][CH:13]=1>C1(C)C=CC=CC=1>[NH:1]=[C:2]([CH3:10])[CH:3]([C:4]([O:6][CH2:7][CH2:8][CH3:9])=[O:5])[C:21]([NH:20][C:18]([O:11][C:12]1[CH:17]=[CH:16][CH:15]=[CH:14][CH:13]=1)=[O:19])=[S:22]. Procedure details: A warm solution of n-propyl 3-iminobutyrate (18.2 g.) in toluene (75 ml.) was added to a stirred solution of phenoxycarbonyl isothiocyanate (22.8 g.) in toluene (75 ml.). The temperature of the mixture rose from 20° C. to 35° C. The mixture was then stirred for 1.5 hours at the ambient temperature, filtered and the residue washed with light petroleum (b.p. 40°-60° C.) to give 3-imino-2-n-propoxycarbonyl-N-phenoxycarbonylthiobutyramide (36 g.) in the form of an orange solid. This solid was dissol... Starting materials: CO, Cc1cc(Cl)c(N=C2NCCN2)cc1[N+](=O)[O-], [H][H], C1CCOC1. Yields the product Cc1cc(Cl)c(N=C2NCCN2)cc1N. RXN SMILES: [CH3:18][OH:19].[Cl:1][c:2]1[c:3]([N:12]=[C:13]2[NH:14][CH2:15][CH2:16][NH:17]2)[cH:4][c:5]([N+:9]([O-:10])=[O:11])[c:6]([CH3:8])[cH:7]1.[H:20][H:21].[O:22]1[CH2:23][CH2:24][CH2:25][CH2:26]1>>[Cl:1][c:2]1[c:3]([N:12]=[C:13]2[NH:14][CH2:15][CH2:16][NH:17]2)[cH:4][c:5]([NH2:9])[c:6]([CH3:8])[cH:7]1. Reactants: Oc1ccc2c(c1)CCC2, CCN=C=NCCCN(C)C, CN1CCOCC1, ClCCl, On1nnc2ccccc21, CC(CO)(CC(Cc1ccc(-c2ccccc2)cc1)NC(=O)c1cnn[nH]1)C(=O)O. The product is CC(CO)(CC(Cc1ccc(-c2ccccc2)cc1)NC(=O)c1cnn[nH]1)C(=O)Oc1ccc2c(c1)CCC2. Reaction SMILES: [CH2:52]1[CH2:53][CH2:54][c:55]2[cH:56][c:57]([OH:61])[cH:58][cH:59][c:60]21.[CH3:41][CH2:42][N:43]=[C:44]=[N:45][CH2:46][CH2:47][CH2:48][N:49]([CH3:50])[CH3:51].[CH3:62][N:63]1[CH2:64][CH2:65][O:66][CH2:67][CH2:68]1.[Cl:69][CH2:70][Cl:71].[OH:31][n:32]1[c:33]2[c:34]([cH:35][cH:36][cH:37][cH:38]2)[n:39][n:40]1.[c:1]1(-[c:25]2[cH:26][cH:27][cH:28][cH:29][cH:30]2)[cH:2][cH:3][c:4]([CH2:7][CH:8]([CH2:9][C:10]([C:11](=[O:12])[OH:13])([CH3:14])[CH2:15][OH:16])[NH:17][C:18](=[O:19])[c:20]2[nH:21][n:22][n:23][cH:24]2)[cH:5][cH:6]1>>[c:1]1(-[c:25]2[cH:26][cH:27][cH:28][cH:29][cH:30]2)[cH:2][cH:3][c:4]([CH2:7][CH:8]([CH2:9][C:10]([C:11]([O:12][c:57]2[cH:56][c:55]3[c:60]([cH:59][cH:58]2)[CH2:52][CH2:53][CH2:54]3)=[O:13])([CH3:14])[CH2:15][OH:16])[NH:17][C:18](=[O:19])[c:20]2[nH:21][n:22][n:23][cH:24]2)[cH:5][cH:6]1. Reactants: CN(C)C=NS(=O)(=O)CCC(CI)(C)C (4-(N,N-dimethylaminomethylene)aminosulfonyl-1-iodo-2,2-dimethylbutane), [C-]#N.[K+] (potassium cyanide), CS(=O)C (dimethyl sulfoxide). Reagents/catalysts: C1COCCOCCOCCOCCOCCO1 (18-crown-6). The solvent is O (water). Run at temperature 100 celsius, time 14 hour. Product: C(#N)CC(CCS(=O)(=O)N=CN(C)C)(C)C (1-cyano-4-(N,N-dimethylaminomethylene)aminosulfonyl-2,2-dimethylbutane). The yield is 84.7%. RXN SMILES: [CH3:1][N:2]([CH:4]=[N:5][S:6]([CH2:9][CH2:10][C:11]([CH3:15])([CH3:14])[CH2:12]I)(=[O:8])=[O:7])[CH3:3].[C-:16]#[N:17].[K+].CS(C)=O>O.C1OCCOCCOCCOCCOCCOC1>[C:16]([CH2:12][C:11]([CH3:15])([CH3:14])[CH2:10][CH2:9][S:6]([N:5]=[CH:4][N:2]([CH3:3])[CH3:1])(=[O:8])=[O:7])#[N:17] |f:1.2|. Reported procedure: A mixture of 1.85 g of 4-(N,N-dimethylaminomethylene)aminosulfonyl-1-iodo-2,2-dimethylbutane, 0.49 g of potassium cyanide, 0.06 g of 18-crown-6 and 30 ml of dimethyl sulfoxide was stirred at 100° C. for 14 hours. After cooling, the reaction mixture was diluted with 100 ml of water and extracted with ethyl acetate. The extract was washed with water and dried (MgSO4) and the solvent was distilled off. The residue was subjected to silica gel (70 g) column chromatography and elution was carried out ... Reactants: [H-].[Na+] (sodium hydride), COC1=CC=C(C=N1)CO ((6-methoxypyridin-3-yl)-methanol), NC1=NC=CC(=N1)Cl (2-amino-4-chloropyrimidine). Solvent: C1CCOC1 (THF). Conditions: temperature 0 celsius. Yields the product COC1=CC=C(C=N1)COC1=NC(=NC=C1)N (4-(6-methoxy-pyridin-3-ylmethoxy)-pyrimidin-2-ylamine). Isolated yield 119.6%. Reaction SMILES: [CH3:1][O:2][C:3]1[N:8]=[CH:7][C:6]([CH2:9][OH:10])=[CH:5][CH:4]=1.[H-].[Na+].[NH2:13][C:14]1[N:19]=[C:18](Cl)[CH:17]=[CH:16][N:15]=1>C1COCC1>[CH3:1][O:2][C:3]1[N:8]=[CH:7][C:6]([CH2:9][O:10][C:16]2[CH:17]=[CH:18][N:19]=[C:14]([NH2:13])[N:15]=2)=[CH:5][CH:4]=1 |f:1.2|. Procedure details: A mixture of commercially available (6-methoxypyridin-3-yl)-methanol (CAS 58584-63-7, 1 g, 7.19 mmol) and dry THF (9.3 mL) was cooled to 0° C. and sodium hydride (0.38 g of a 60% dispersion, 9.58 mmol) was added portionwise. Stirring was continued at 0° C. before portionwise addition of 2-amino-4-chloropyrimidine (0.62 g, 4.79 mmol). The mixture was heated at 100° C. (bath temperature) for 2 hours. On cooling, the mixture was poured onto ice, extracted with EtOAc (4×) and the combined organic ph... Reactants: NC=1C=C(C=C([N+]1[O-])C)[N+](=O)[O-] (6-amino4-nitro-2-picoline-1-oxide), Cl.ClC=1C=C([N+](=C(C1)C)[O-])C (4-chloro-2,6-lutidine-1-oxide hydrochloride). The product is ClC=1C=C([N+](=C(C1)C)[O-])C (4-chloro-2,6-lutidine-1-oxide). RXN SMILES: NC1C=C([N+]([O-])=O)C=C(C)[N+]=1[O-].Cl.[Cl:14][C:15]1[CH:16]=[C:17]([CH3:23])[N+:18]([O-:22])=[C:19]([CH3:21])[CH:20]=1>>[Cl:14][C:15]1[CH:16]=[C:17]([CH3:23])[N+:18]([O-:22])=[C:19]([CH3:21])[CH:20]=1 |f:1.2|. Procedure details: Following the procedure of Example 1, Part B, but substituting 4-nitro-2,6-lutidine-1-oxide [as prepared by Ochiai, J. Org. Chem. 18, p. 534 (1953)] for 6-amino4-nitro-2-picoline-1-oxide, there was prepared 4-chloro-2,6-lutidine-1-oxide hydrochloride. Reactants: ClC1=NC=CC(=C1)C(=O)N1CC2(CCNCC2)C2=CC(=CC=C12)Cl (1-(2-chloropyridin-4-yl)carbonyl-5-chloro-spiro[indolin-3,4′-piperidine]), ClC1=CC=C(C=C1)/C(=C/CCl)/Cl (1-chloro-4-((Z)-1,3-dichloro-propenyl)-benzene). Product: ClC1=NC=CC(=C1)C(=O)N1CC2(CCN(CC2)C\C=C(/Cl)\C2=CC=C(C=C2)Cl)C2=CC(=CC=C12)Cl (1-(2-chloropyridin-4-yl)carbonyl-5-chloro-1′-[(Z)-3-(4-chlorophenyl)-3-chloro-allyl]spiro[indolin-3,4′-piperidine]). Yield: 62.5%. Reaction SMILES: [Cl:1][C:2]1[CH:7]=[C:6]([C:8]([N:10]2[C:23]3[C:18](=[CH:19][C:20]([Cl:24])=[CH:21][CH:22]=3)[C:12]3([CH2:17][CH2:16][NH:15][CH2:14][CH2:13]3)[CH2:11]2)=[O:9])[CH:5]=[CH:4][N:3]=1.[Cl:25][C:26]1[CH:31]=[CH:30][C:29](/[C:32](/[Cl:36])=[CH:33]/[CH2:34]Cl)=[CH:28][CH:27]=1>>[Cl:1][C:2]1[CH:7]=[C:6]([C:8]([N:10]2[C:23]3[C:18](=[CH:19][C:20]([Cl:24])=[CH:21][CH:22]=3)[C:12]3([CH2:13][CH2:14][N:15]([CH2:34]/[CH:33]=[C:32](/[C:29]4[CH:28]=[CH:27][C:26]([Cl:25])=[CH:31][CH:30]=4)\[Cl:36])[CH2:16][CH2:17]3)[CH2:11]2)=[O:9])[CH:5]=[CH:4][N:3]=1. Procedure details: Alkylation of 1-(2-chloropyridin-4-yl)carbonyl-5-chloro-spiro[indolin-3,4′-piperidine] (0.18 g) with 1-chloro-4-((Z)-1,3-dichloro-propenyl)-benzene obtained in step 3 (0.11 g) was carried out following the procedure described in example 101, step 4 to afford 0.17 g of the title compound (64%) as a foam which was characterized by its mass and NMR spectra. MS (ES+) 548. As a reaction SMILES: [C:13]([BH3-:14])#[N:15].[CH3:17][C:18](=[O:19])[OH:20].[CH3:1][O:2][N:3]=[CH:4][c:5]1[c:6]([Cl:12])[cH:7][c:8]([Cl:11])[cH:9][cH:10]1.[Na+:16]>>[CH3:1][O:2][NH:3][CH2:4][c:5]1[c:6]([Cl:12])[cH:7][c:8]([Cl:11])[cH:9][cH:10]1. The product is CONCc1ccc(Cl)cc1Cl. Reactants: [BH3-]C#N, CC(=O)O, CON=Cc1ccc(Cl)cc1Cl, [Na+]. Reactants: ClC1=NC(=NC=C1C(F)(F)F)NC1=C(C=C(CP(OCC)(OCC)=O)C=C1)OC (diethyl (4-{[4-chloro-5-(trifluoromethyl)pyrimidin-2-yl]amino}-3-methoxybenzyl)phosphonate), NC=1C=CC(=C2CN(C(C12)=O)C)[C@@H]1CC[C@@H](CC1)N1CCN(CC1)C (7-amino-2-methyl-4-[cis-4-(4-methylpiperazin-1-yl)cyclohexyl]-2,3-dihydro-1H-isoindol-1-one). The product is COC=1C=C(CP(OCC)(OCC)=O)C=CC1NC1=NC=C(C(=N1)NC1=C2C(N(CC2=C(C=C1)[C@@H]1CC[C@@H](CC1)N1CCN(CC1)C)C)=O)C(F)(F)F (Diethyl (3-methoxy-4-{[4-({2-methyl-7-[cis-4-(4-methylpiperazin-1-yl)cyclohexyl]-3-oxo-2,3-dihydro-1H-isoindol-4-yl}amino)-5-(trifluoromethyl)pyrimidin-2-yl]amino}benzyl)phosphonate). Reaction SMILES: Cl[C:2]1[C:7]([C:8]([F:11])([F:10])[F:9])=[CH:6][N:5]=[C:4]([NH:12][C:13]2[CH:27]=[CH:26][C:16]([CH2:17][P:18](=[O:25])([O:22][CH2:23][CH3:24])[O:19][CH2:20][CH3:21])=[CH:15][C:14]=2[O:28][CH3:29])[N:3]=1.[NH2:30][C:31]1[CH:32]=[CH:33][C:34]([C@H:42]2[CH2:47][CH2:46][C@@H:45]([N:48]3[CH2:53][CH2:52][N:51]([CH3:54])[CH2:50][CH2:49]3)[CH2:44][CH2:43]2)=[C:35]2[C:39]=1[C:38](=[O:40])[N:37]([CH3:41])[CH2:36]2>>[CH3:29][O:28][C:14]1[CH:15]=[C:16]([CH:26]=[CH:27][C:13]=1[NH:12][C:4]1[N:3]=[C:2]([NH:30][C:31]2[CH:32]=[CH:33][C:34]([C@H:42]3[CH2:47][CH2:46][C@@H:45]([N:48]4[CH2:53][CH2:52][N:51]([CH3:54])[CH2:50][CH2:49]4)[CH2:44][CH2:43]3)=[C:35]3[C:39]=2[C:38](=[O:40])[N:37]([CH3:41])[CH2:36]3)[C:7]([C:8]([F:11])([F:10])[F:9])=[CH:6][N:5]=1)[CH2:17][P:18](=[O:25])([O:22][CH2:23][CH3:24])[O:19][CH2:20][CH3:21]. Reported procedure: This compound was prepared in a manner analogous to Example 87 using diethyl (4-{[4-chloro-5-(trifluoromethyl)pyrimidin-2-yl]amino}-3-methoxybenzyl)phosphonate and 7-amino-2-methyl-4-[cis-4-(4-methylpiperazin-1-yl)cyclohexyl]-2,3-dihydro-1H-isoindol-1-one. 1H NMR (CD3OD, 400 MHz): δ=1.29 (t, J=7.07 Hz, 6 H), 1.72 (dd, J=12.76, 3.66 Hz, 2 H), 1.77-1.89 (m, 2 H), 1.92-2.04 (m, 2 H), 2.21 (d, J=12.13 Hz, 2 H), 2.81-2.91 (m, 2 H), 2.93 (s, 3 H), 3.19 (s, 3 H), 3.33-3.41 (m, 2 H), 3.45 (br. s., 3 H),... Reactants: NC1=C(C(=O)O)C=CC=C1OC (2-amino-3-methoxybenzoic acid), ClC(Cl)(OC(OC(Cl)(Cl)Cl)=O)Cl (triphosgene). The solvent is O1CCCC1 (tetrahydrofuran). Conditions: time 1 hour. Product: COC1=CC=CC2=C1NC(=O)OC2=O (8-Methoxyisatoic Anhydride). As a reaction SMILES: [NH2:1][C:2]1[C:10]([O:11][CH3:12])=[CH:9][CH:8]=[CH:7][C:3]=1[C:4]([OH:6])=[O:5].Cl[C:14](Cl)([O:16]C(=O)OC(Cl)(Cl)Cl)Cl>O1CCCC1>[CH3:12][O:11][C:10]1[C:2]2[NH:1][C:14]([O:5][C:4](=[O:6])[C:3]=2[CH:7]=[CH:8][CH:9]=1)=[O:16]. Reported procedure: To a chilled (0-5° C.) solution of 30.0 g (0.180 mol) of 2-amino-3-methoxybenzoic acid (Aldrich Chemicals) in 500 mL of tetrahydrofuran was added 17.8 g (0.0600 mol) of triphosgene. A precipitate formed upon addition. The ice bath was removed after 15 minutes, and the reaction mixture was stirred for 1 hour at room temperature. The reaction mixture was poured into 1000 mL of water and stirred for thirty minutes. The product (mp 267-268° C.) was filtered and amounted to 32.9 g.